Task: describe an organic reaction: reactants, conditions, products, and yield. Dataset: the Open Reaction Database (ORD), a public repository of structured organic reaction records Starting materials: Cl (hydrochloric acid), C(C)(C)(C)[Si](OC1CCC(CC1)N1N=CC(=C1)C1=C2C(=C(N=C1)N)OC(=C2)Cl)(C)C (4-{1-[4-(tert-butyl-dimethyl-silanyloxy)-cyclohexyl]-1H-pyrazol-4-yl}-2-chloro-furo[2,3-c]pyridin-7-ylamine), CC1(OB(OC1(C)C)C1=CC=CC=2N=NSC21)C (7-(4,4,5,5-tetramethyl-1,3,2-dioxaborolan-2-yl)-1,2,3-benzothiadiazole), C([O-])([O-])=O.[K+].[K+] (potassium carbonate). The reagents and catalysts are C=1C=CC(=CC1)[P](C=2C=CC=CC2)(C=3C=CC=CC3)[Pd]([P](C=4C=CC=CC4)(C=5C=CC=CC5)C=6C=CC=CC6)([P](C=7C=CC=CC7)(C=8C=CC=CC8)C=9C=CC=CC9)[P](C=1C=CC=CC1)(C=1C=CC=CC1)C=1C=CC=CC1 (Pd(PPh3)4). Solvent: CO (methanol), O1CCOCC1 (1,4-dioxane), O (water). Reaction conditions: temperature 30 celsius. Yields the product NC=1N=CC(=C2C1OC(=C2)C2=CC=CC=1N=NSC12)C=1C=NN(C1)[C@@H]1CC[C@H](CC1)O (trans-4-{4-[7-amino-2-(1,2,3-benzothiadiazol-7-yl)furo[2,3-c]pyridin-4-yl]-1H-pyrazol-1-yl}cyclohexanol). The yield is 46.2%. RXN SMILES: C([Si](C)(C)[O:6][CH:7]1[CH2:12][CH2:11][CH:10]([N:13]2[CH:17]=[C:16]([C:18]3[CH:23]=[N:22][C:21]([NH2:24])=[C:20]4[O:25][C:26](Cl)=[CH:27][C:19]=34)[CH:15]=[N:14]2)[CH2:9][CH2:8]1)(C)(C)C.CC1(C)C(C)(C)OB([C:39]2[C:47]3[S:46][N:45]=[N:44][C:43]=3[CH:42]=[CH:41][CH:40]=2)O1.C(=O)([O-])[O-].[K+].[K+].Cl>C1C=CC([P]([Pd]([P](C2C=CC=CC=2)(C2C=CC=CC=2)C2C=CC=CC=2)([P](C2C=CC=CC=2)(C2C=CC=CC=2)C2C=CC=CC=2)[P](C2C=CC=CC=2)(C2C=CC=CC=2)C2C=CC=CC=2)(C2C=CC=CC=2)C2C=CC=CC=2)=CC=1.CO.O.O1CCOCC1>[NH2:24][C:21]1[N:22]=[CH:23][C:18]([C:16]2[CH:15]=[N:14][N:13]([C@H:10]3[CH2:9][CH2:8][C@H:7]([OH:6])[CH2:12][CH2:11]3)[CH:17]=2)=[C:19]2[CH:27]=[C:26]([C:39]3[C:47]4[S:46][N:45]=[N:44][C:43]=4[CH:42]=[CH:41][CH:40]=3)[O:25][C:20]=12 |f:2.3.4,^1:59,61,80,99|. Procedure details: A mixture of 4-{1-[4-(tert-butyl-dimethyl-silanyloxy)-cyclohexyl]-1H-pyrazol-4-yl}-2-chloro-furo[2,3-c]pyridin-7-ylamine (179 mg, 0.400 mmol), 7-(4,4,5,5-tetramethyl-1,3,2-dioxaborolan-2-yl)-1,2,3-benzothiadiazole (105.0 mg, 0.4006 mmol), Pd(PPh3)4 (46.3 mg, 0.0400 mmol), potassium carbonate (166 mg, 1.20 mmol) and 4:1 1,4-dioxane:water (6 mL) was heated in a microwave reactor at 110° C. for 1 h. Aqueous 12 N hydrochloric acid (0.5 mL, 6 mmol) and methanol (2 mL) were added, and the solution was...